This data is from the Open Reaction Database (ORD), a public repository of structured organic reaction records. The task is: describe an organic reaction: reactants, conditions, products, and yield The reactants are CC=1SC=CC1 (2-methylthiophene), C(C)(C)OB1OC(C(O1)(C)C)(C)C (2-isopropoxy-4,4,5,5-tetramethyl-1,3,2-dioxaborolane), BrC1=CC=C(C=C1)OC (4-bromoanisole), BrBr (bromine), BrC1=C(SC(=C1)Br)C (3,5-dibromo-2-methylthiophene), CC1(OB(OC1(C)C)COC1=CC=CC=C1)C (4-(4,4,5,5-tetramethyl-1,3,2-dioxaborolane-2-yl) methoxybenzene). Yields the product COC1=CC=C(C=C1)C1=CC(=C(S1)C)Br (5-(4′-methoxyphenyl)-3-bromo-2-methylthiophene). RXN SMILES: CC1SC=CC=1.BrBr.[Br:9][C:10]1[CH:14]=[C:13](Br)[S:12][C:11]=1[CH3:16].CC1(C)C(C)(C)OB([CH2:25][O:26][C:27]2[CH:32]=[CH:31][CH:30]=[CH:29][CH:28]=2)O1.C(OB1OC(C)(C)C(C)(C)O1)(C)C.BrC1C=CC(OC)=CC=1>>[CH3:25][O:26][C:27]1[CH:32]=[CH:31][C:30]([C:13]2[S:12][C:11]([CH3:16])=[C:10]([Br:9])[CH:14]=2)=[CH:29][CH:28]=1. Procedure details: The synthesis starts from commercially available 2-methylthiophene, which is brominated in the 3 and 5 position with bromine. The 3,5-dibromo-2-methylthiophene reacts in a Suzuki coupling with 4-(4,4,5,5-tetramethyl-1,3,2-dioxaborolane-2-yl) methoxybenzene, made from 2-isopropoxy-4,4,5,5-tetramethyl-1,3,2-dioxaborolane and 4-bromoanisole in a grignard reaction to obtain 5-(4′-methoxyphenyl)-3-bromo-2-methylthiophene. This compound is reacts with butyl lithium and octafluorocyclopentene to obtain... Starting materials: Cc1ccccc1C1NC(=O)CC(c2cccc(Cl)c2)C12C(=O)N(C(=O)OC(C)(C)C)c1cc(Cl)ccc12, CN(C)C=O, CCOC(C)=O, [H-], CI, [Li+]. The product is Cc1ccccc1C1N(C)C(=O)CC(c2cccc(Cl)c2)C12C(=O)N(C(=O)OC(C)(C)C)c1cc(Cl)ccc12. As a reaction SMILES: [C:1]([CH3:2])([CH3:3])([CH3:4])[O:5][C:6](=[O:7])[N:8]1[C:9](=[O:38])[C:10]2([c:11]3[cH:12][cH:13][c:14]([Cl:17])[cH:15][c:16]31)[CH:18]([c:31]1[c:32]([CH3:37])[cH:33][cH:34][cH:35][cH:36]1)[NH:19][C:20](=[O:30])[CH2:21][CH:22]2[c:23]1[cH:24][c:25]([Cl:29])[cH:26][cH:27][cH:28]1.[CH3:43][N:44]([CH3:45])[CH:46]=[O:47].[CH3:48][CH2:49][O:50][C:51](=[O:52])[CH3:53].[H-:39].[I:41][CH3:42].[Li+:40]>>[C:1]([CH3:2])([CH3:3])([CH3:4])[O:5][C:6](=[O:7])[N:8]1[C:9](=[O:38])[C:10]2([c:11]3[cH:12][cH:13][c:14]([Cl:17])[cH:15][c:16]31)[CH:18]([c:31]1[c:32]([CH3:37])[cH:33][cH:34][cH:35][cH:36]1)[N:19]([CH3:42])[C:20](=[O:30])[CH2:21][CH:22]2[c:23]1[cH:24][c:25]([Cl:29])[cH:26][cH:27][cH:28]1. The reactants are OC(C(N[C@H](C)C1=CC=CC=C1)=O)[C@H](CCCC)NC(OCC1(CCCC1)CC1=CC=CC=C1)=O ((1-benzylcyclopentyl)methyl(1S)-1-(1-hydroxy-2-oxo-2-{[(1R)-1-phenylethyl]amino}ethyl)pentylcarbamate), OC(C(N[C@H](C)C1=CC=CC=C1)=O)[C@H](CCCC)NC(OCC1(CCC1)CC1=CC=CC=C1)=O ((1-benzylcyclobutyl)methyl(1S)-1-(1-hydroxy-2-oxo-2-{[(1R)-1-phenylethyl]amino}ethyl)pentylcarbamate). Yields the product O=C(C(=O)[C@H](CCCC)NC(OCC1(CCCC1)CC1=CC=CC=C1)=O)N[C@H](C)C1=CC=CC=C1 ((1-Benzylcyclopentyl)methyl(1S)-1-(oxo{[(1R)-1-phenylethyl]amino}acetyl)pentylcarbamate). RXN SMILES: [OH:1][CH:2]([C@@H:14]([NH:19][C:20](=[O:35])[O:21][CH2:22][C:23]1([CH2:28][C:29]2[CH:34]=[CH:33][CH:32]=[CH:31][CH:30]=2)[CH2:27][CH2:26][CH2:25][CH2:24]1)[CH2:15][CH2:16][CH2:17][CH3:18])[C:3](=[O:13])[NH:4][C@@H:5]([C:7]1[CH:12]=[CH:11][CH:10]=[CH:9][CH:8]=1)[CH3:6].OC([C@@H](NC(=O)OCC1(CC2C=CC=CC=2)CCC1)CCCC)C(=O)N[C@@H](C1C=CC=CC=1)C>>[O:13]=[C:3]([NH:4][C@@H:5]([C:7]1[CH:12]=[CH:11][CH:10]=[CH:9][CH:8]=1)[CH3:6])[C:2]([C@@H:14]([NH:19][C:20](=[O:35])[O:21][CH2:22][C:23]1([CH2:28][C:29]2[CH:30]=[CH:31][CH:32]=[CH:33][CH:34]=2)[CH2:24][CH2:25][CH2:26][CH2:27]1)[CH2:15][CH2:16][CH2:17][CH3:18])=[O:1]. Reported procedure: (1-Benzylcyclopentyl)methyl(1S)-1-(oxo{[(1R)-1-phenylethyl]amino}acetyl)pentylcarbamate was prepared as in example 6c except that (1-benzylcyclopentyl)methyl(1S)-1-(1-hydroxy-2-oxo-2-{[(1R)-1-phenylethyl]amino}ethyl)pentylcarbamate was substituted for (1-benzylcyclobutyl)methyl(1S)-1-(1-hydroxy-2-oxo-2-{[(1R)-1-phenylethyl]amino}ethyl)pentylcarbamate. M.P.=108-110° C. Elemental analysis: Theory; C=72.77%, H=8.00%, N=5.85%. Found; C=72.62%, H=8.00%, N=5.84%. 1H NMR (300 MHz, 80° C., DMSO-d6) δ 8.... Procedure details: Similarly prepared according to the general procedure given for Example 43 above but using (R)-2-cyclohexylmethyl-4-morpholin-4-yl-4-oxo-butyric acid and (S)-2-amino-1 (3-phenyl-[1,2,4]oxadiazol-5-yl)-butan-1-ol; MS: 497 (MH+). Reactants: C1(CCCCC1)C[C@@H](C(=O)O)CC(=O)N1CCOCC1 ((R)-2-cyclohexylmethyl-4-morpholin-4-yl-4-oxo-butyric acid), NC([C@H](O)C1=NC(=NO1)C1=CC=CC=C1)CC ((S)-2-amino-1 (3-phenyl-[1,2,4]oxadiazol-5-yl)-butan-1-ol). Product: C1(CCCCC1)C[C@@H](C(=O)N[C@@H](CC)C(=O)C1=NC(=NO1)C1=CC=CC=C1)CC(=O)N1CCOCC1 ((R)-2-Cyclohexylmethyl-4-morpholin-4-yl-4-oxo-N-[(S)-1-(3-phenyl-1,2,4-oxadiazole-5-carbonyl)-propyl]-butyramide). RXN SMILES: [CH:1]1([CH2:7][C@H:8]([CH2:12][C:13]([N:15]2[CH2:20][CH2:19][O:18][CH2:17][CH2:16]2)=[O:14])[C:9]([OH:11])=O)[CH2:6][CH2:5][CH2:4][CH2:3][CH2:2]1.[NH2:21][CH:22]([CH2:36][CH3:37])[C@@H:23]([C:25]1[O:29][N:28]=[C:27]([C:30]2[CH:35]=[CH:34][CH:33]=[CH:32][CH:31]=2)[N:26]=1)[OH:24]>>[CH:1]1([CH2:7][C@H:8]([CH2:12][C:13]([N:15]2[CH2:20][CH2:19][O:18][CH2:17][CH2:16]2)=[O:14])[C:9]([NH:21][C@H:22]([C:23]([C:25]2[O:29][N:28]=[C:27]([C:30]3[CH:35]=[CH:34][CH:33]=[CH:32][CH:31]=3)[N:26]=2)=[O:24])[CH2:36][CH3:37])=[O:11])[CH2:2][CH2:3][CH2:4][CH2:5][CH2:6]1. The reactants are C1CCOC1, COC(=O)c1cc(S(=O)(=O)c2cnc(Cl)c(Br)c2)c(SC)s1, CC(C)N. Yields the product COC(=O)c1cc(S(=O)(=O)c2cnc(NC(C)C)c(Br)c2)c(SC)s1. As a reaction SMILES: [CH2:27]1[O:28][CH2:29][CH2:30][CH2:31]1.[CH3:1][O:2][C:3](=[O:4])[c:5]1[s:6][c:7]([S:21][CH3:22])[c:8]([S:10](=[O:11])(=[O:12])[c:13]2[cH:14][n:15][c:16]([Cl:20])[c:17]([Br:19])[cH:18]2)[cH:9]1.[CH3:23][CH:24]([CH3:25])[NH2:26]>>[CH3:1][O:2][C:3](=[O:4])[c:5]1[s:6][c:7]([S:21][CH3:22])[c:8]([S:10](=[O:11])(=[O:12])[c:13]2[cH:14][n:15][c:16]([NH:26][CH:24]([CH3:23])[CH3:25])[c:17]([Br:19])[cH:18]2)[cH:9]1. The reactants are COc1ccccc1, COc1ccc(Cn2nnc(-c3c(O)nc4cc(CCc5nc(C(C)C)cs5)ccn4c3=O)n2)cc1, O=C(O)C(F)(F)F. Yields the product CC(C)c1csc(CCc2ccn3c(=O)c(-c4nnn[nH]4)c(O)nc3c2)n1. RXN SMILES: [CH3:37][O:38][c:39]1[cH:40][cH:41][cH:42][cH:43][cH:44]1.[OH:1][c:2]1[n:3][c:4]2[n:5]([c:6](=[O:22])[c:7]1-[c:8]1[n:9][n:10][n:11]([CH2:13][c:14]3[cH:15][cH:16][c:17]([O:18][CH3:19])[cH:20][cH:21]3)[n:12]1)[cH:23][cH:24][c:25]([CH2:27][CH2:28][c:29]1[s:30][cH:31][c:32]([CH:34]([CH3:35])[CH3:36])[n:33]1)[cH:26]2.[OH:45][C:46]([C:47]([F:48])([F:49])[F:50])=[O:51]>>[OH:1][c:2]1[n:3][c:4]2[n:5]([c:6](=[O:22])[c:7]1-[c:8]1[nH:9][n:10][n:11][n:12]1)[cH:23][cH:24][c:25]([CH2:27][CH2:28][c:29]1[s:30][cH:31][c:32]([CH:34]([CH3:35])[CH3:36])[n:33]1)[cH:26]2. Reactants: CCOC(=O)C(C)(C)Oc1ccc(CCCC(=O)O)cc1, CCOC(C)=O, O=C(Cl)C(=O)Cl, CN(C)C=O. Product: CCOC(=O)C(C)(C)Oc1ccc(CCCC(=O)O)cc1, [Cl-]. RXN SMILES: [CH2:1]([CH3:2])[O:3][C:4](=[O:5])[C:6]([CH3:7])([O:8][c:9]1[cH:10][cH:11][c:12]([CH2:15][CH2:16][CH2:17][C:18](=[O:19])[OH:20])[cH:13][cH:14]1)[CH3:21].[CH3:22][CH2:23][O:24][C:25](=[O:26])[CH3:27].[Cl:28][C:29]([C:30]([Cl:31])=[O:32])=[O:33].[O:34]=[CH:35][N:36]([CH3:37])[CH3:38]>>[CH2:1]([CH3:2])[O:3][C:4](=[O:5])[C:6]([CH3:7])([O:8][c:9]1[cH:10][cH:11][c:12]([CH2:15][CH2:16][CH2:17][C:18](=[O:19])[OH:20])[cH:13][cH:14]1)[CH3:21].[Cl-:28]. The reactants are CCOC(C)=O, ClCCl, CC1(C)OC(=O)C(Oc2ccc(F)c(F)c2)=C1c1ccc(S(C)(=O)=O)cc1, O=C(Cl)CCc1ccccc1, c1ccncc1. Product: CC1(C)OC(=O)C(Cc2ccccc2)=C1c1ccc(S(C)(=O)=O)cc1. RXN SMILES: [CH3:45][CH2:46][O:47][C:48](=[O:49])[CH3:50].[Cl:51][CH2:52][Cl:53].[F:1][c:2]1[cH:3][c:4]([O:27][C:6]2=[C:10]([c:11]3[cH:12][cH:13][c:14]([S:17](=[O:18])(=[O:19])[CH3:20])[cH:15][cH:16]3)[C:9]([CH3:21])([CH3:22])[O:8][C:7]2=[O:23])[cH:5][cH:24][c:25]1[F:26].[c:28]1([CH2:34][CH2:35][C:36]([Cl:37])=[O:38])[cH:29][cH:30][cH:31][cH:32][cH:33]1.[cH:39]1[cH:40][cH:41][n:42][cH:43][cH:44]1>>[C:6]1([CH2:34][c:28]2[cH:29][cH:30][cH:31][cH:32][cH:33]2)=[C:10]([c:11]2[cH:12][cH:13][c:14]([S:17](=[O:18])(=[O:19])[CH3:20])[cH:15][cH:16]2)[C:9]([CH3:21])([CH3:22])[O:8][C:7]1=[O:23]. Reactants: C(C1=CC=CC=C1)OC1=CC(=NC=C1)NN (1-(4-(benzyloxy)pyridin-2-yl)hydrazine), COC(OC)OC (trimethoxymethane), CC1=CC=C(C=C1)S(=O)(=O)O (4-methylbenzenesulfonic acid). Run at temperature 60 celsius. Product: C(C1=CC=CC=C1)OC1=CC=2N(C=C1)C=NN2 (7-(benzyloxy)[1,2,4]triazolo[4,3-a]pyridine). Isolated yield 63.3%. As a reaction SMILES: [CH2:1]([O:8][C:9]1[CH:14]=[CH:13][N:12]=[C:11]([NH:15][NH2:16])[CH:10]=1)[C:2]1[CH:7]=[CH:6][CH:5]=[CH:4][CH:3]=1.[CH3:17]OC(OC)OC.CC1C=CC(S(O)(=O)=O)=CC=1>>[CH2:1]([O:8][C:9]1[CH:14]=[CH:13][N:12]2[CH:17]=[N:16][N:15]=[C:11]2[CH:10]=1)[C:2]1[CH:3]=[CH:4][CH:5]=[CH:6][CH:7]=1. Procedure details: To a solution of 1-(4-(benzyloxy)pyridin-2-yl)hydrazine (3.52 g, 16.35 mmol) in trimethoxymethane (20 mL, 16.35 mmol) was added 4-methylbenzenesulfonic acid (2.816 g, 16.35 mmol). After heating to 60° C. for 2 hours, the reaction mixture was concentrated under reduced pressure. The residue was chromatographed (ethyl acetate and 20:1 dichloromethane/methanol) to provide the product (2.33 g, 63%). Procedure: 2-Methylamino-5-nitroindane hydrochloride (0.46 g), 2-bromoethoxy-4-nitrobenzene (0.49 g) [see C.A., (1960), 54, 11046a] and potassium carbonate (2 g) were heated under reflux in acetonitrile (50 ml)/ethanol (20 ml) for 20 hours. The solvent was then removed by evaporation in vacuo and the residue diluted with water and extracted with methylene chloride. The organic layer was dried (MgSO4) and evaporated to give an oil which was purified by column chromatography on silica eluting with methylene ... Solvent: C(C)#N (acetonitrile). Reactants: Cl.CNC1CC2=CC=C(C=C2C1)[N+](=O)[O-] (2-Methylamino-5-nitroindane hydrochloride), BrCCOC1=CC=C(C=C1)[N+](=O)[O-] (2-bromoethoxy-4-nitrobenzene), C([O-])([O-])=O.[K+].[K+] (potassium carbonate), C(C)O (ethanol). Product: CN(CCOC1=CC=C(C=C1)[N+](=O)[O-])C1CC2=CC=C(C=C2C1)[N+](=O)[O-] (2-[N-Methyl-N-(2-{4-nitrophenoxy}ethyl)amino]-5-nitroindane). Reaction SMILES: Cl.[CH3:2][NH:3][CH:4]1[CH2:12][C:11]2[C:6](=[CH:7][CH:8]=[C:9]([N+:13]([O-:15])=[O:14])[CH:10]=2)[CH2:5]1.Br[CH2:17][CH2:18][O:19][C:20]1[CH:25]=[CH:24][C:23]([N+:26]([O-:28])=[O:27])=[CH:22][CH:21]=1.C(=O)([O-])[O-].[K+].[K+].C(O)C>C(#N)C>[CH3:2][N:3]([CH:4]1[CH2:12][C:11]2[C:6](=[CH:7][CH:8]=[C:9]([N+:13]([O-:15])=[O:14])[CH:10]=2)[CH2:5]1)[CH2:17][CH2:18][O:19][C:20]1[CH:21]=[CH:22][C:23]([N+:26]([O-:28])=[O:27])=[CH:24][CH:25]=1 |f:0.1,3.4.5|.